Dataset: the Open Reaction Database (ORD), a public repository of structured organic reaction records. Task: describe an organic reaction: reactants, conditions, products, and yield Starting materials: O=C1CCC(=O)N1Br, COC(=O)C(Oc1ccc(C)cc1Cl)c1ccccc1, ClC(Cl)(Cl)Cl, CC(C)(C#N)N=NC(C)(C)C#N. The product is COC(=O)C(Oc1ccc(CBr)cc1Cl)c1ccccc1. Reaction SMILES: [Br:21][N:22]1[C:23](=[O:24])[CH2:25][CH2:26][C:27]1=[O:28].[Cl:1][c:2]1[c:3]([O:4][CH:5]([C:6](=[O:7])[O:8][CH3:9])[c:10]2[cH:11][cH:12][cH:13][cH:14][cH:15]2)[cH:16][cH:17][c:18]([CH3:20])[cH:19]1.[Cl:41][C:42]([Cl:43])([Cl:44])[Cl:45].[N:29]#[C:30][C:31]([N:32]=[N:33][C:34]([C:35]#[N:36])([CH3:37])[CH3:38])([CH3:39])[CH3:40]>>[Cl:1][c:2]1[c:3]([O:4][CH:5]([C:6](=[O:7])[O:8][CH3:9])[c:10]2[cH:11][cH:12][cH:13][cH:14][cH:15]2)[cH:16][cH:17][c:18]([CH2:20][Br:21])[cH:19]1. Reactants: C1(CCC1)C=1N=C(SC1)NC(=O)C1=CC=2N(C(C(=C(N2)N2CCN(CC2)C)/C=C/C(=O)O)=O)C=C1 ((E)-3-[8-{[(4-Cyclobutyl-1,3-thiazol-2-yl)amino]carbonyl}-2-(4-methylpiperazino)-4-oxo-4H-pyrido[1,2-a]pyrimidin-3-yl]-2-propenoic acid), C1(CCC1)C=1N=C(SC1)NC(=O)C1=CC=2N(C(CC(N2)=O)=O)C=C1 (N8-(4-cyclobutyl-1,3-thiazol-2-yl)-2,4-dioxo-3,4-dihydro-2H-pyrido[1,2-a]pyrimidine-8-carboxamide), CN1CCNCC1 (N-methylpiperazine). Yield: 69.0%. As a reaction SMILES: [CH:1]1([C:5]2[N:6]=[C:7]([NH:10][C:11]([C:13]3[CH:35]=[CH:34][N:16]4[C:17](=[O:33])[C:18](/C=C/C(O)=O)=[C:19]([N:21]5[CH2:26][CH2:25][N:24]([CH3:27])[CH2:23][CH2:22]5)[N:20]=[C:15]4[CH:14]=3)=[O:12])[S:8][CH:9]=2)[CH2:4][CH2:3][CH2:2]1.C1(C2N=C(NC(C3C=CN4C(=O)CC(=O)N=C4C=3)=O)SC=2)CCC1.CN1CCNCC1>>[CH:1]1([C:5]2[N:6]=[C:7]([NH:10][C:11]([C:13]3[CH:35]=[CH:34][N:16]4[C:17](=[O:33])[CH:18]=[C:19]([N:21]5[CH2:22][CH2:23][N:24]([CH3:27])[CH2:25][CH2:26]5)[N:20]=[C:15]4[CH:14]=3)=[O:12])[S:8][CH:9]=2)[CH2:4][CH2:3][CH2:2]1. Procedure: Reactions were performed in the same manner as in Example 8, (E) by using N8-(4-cyclobutyl-1,3-thiazol-2-yl)-2,4-dioxo-3,4-dihydro-2H-pyrido[1,2-a]pyrimidine-8-carboxamide (60 mg, 0.174 mmol) and N-methylpiperazine (60 μl, 1, 0.52 mmol) as regents to obtain 51.2 mg (69%) of the title compound. The product is C1(CCC1)C=1N=C(SC1)NC(=O)C1=CC=2N(C(C=C(N2)N2CCN(CC2)C)=O)C=C1 (N8-(4-Cyclobutyl-1,3-thiazol-2-yl)-2-(4-methylpiperazino)-4-oxo-4H-pyrido[1,2-a]-pyrimidine-8-carboxamide). Starting materials: CS(=O)(=O)O, Cl, NCC(=O)CCC(=O)OCc1ccccc1. The product is CS(=O)(=O)O, NCC(=O)CCC(=O)OCc1ccccc1. Reaction SMILES: [CH3:18][S:19]([OH:20])(=[O:21])=[O:22].[ClH:1].[NH2:2][CH2:3][C:4]([CH2:5][CH2:6][C:7](=[O:8])[O:9][CH2:10][c:11]1[cH:12][cH:13][cH:14][cH:15][cH:16]1)=[O:17]>>[CH3:18][S:19](=[O:20])(=[O:21])[OH:22].[NH2:2][CH2:3][C:4]([CH2:5][CH2:6][C:7](=[O:8])[O:9][CH2:10][c:11]1[cH:12][cH:13][cH:14][cH:15][cH:16]1)=[O:17]. Starting materials: CCOc1cc(C(C)(C)C)ncc1C1=NC(C)(c2ccc(Cl)cc2)C(C)(c2ccc(Cl)cc2)N1C(=O)N1CCC(CC(=O)OC)CC1, CO, Cl, [Li+], C1CCOC1, [OH-], O. Product: CCOc1cc(C(C)(C)C)ncc1C1=NC(C)(c2ccc(Cl)cc2)C(C)(c2ccc(Cl)cc2)N1C(=O)N1CCC(CC(=O)O)CC1. RXN SMILES: [CH3:1][O:2][C:3]([CH2:4][CH:5]1[CH2:6][CH2:7][N:8]([C:11](=[O:12])[N:13]2[C:14]([c:34]3[cH:35][n:36][c:37]([C:43]([CH3:44])([CH3:45])[CH3:46])[cH:38][c:39]3[O:40][CH2:41][CH3:42])=[N:15][C:16]([CH3:26])([c:27]3[cH:28][cH:29][c:30]([Cl:33])[cH:31][cH:32]3)[C:17]2([CH3:18])[c:19]2[cH:20][cH:21][c:22]([Cl:25])[cH:23][cH:24]2)[CH2:9][CH2:10]1)=[O:47].[CH3:51][OH:52].[ClH:50].[Li+:48].[O:53]1[CH2:54][CH2:55][CH2:56][CH2:57]1.[OH-:49].[OH2:58]>>[O:2]=[C:3]([CH2:4][CH:5]1[CH2:6][CH2:7][N:8]([C:11](=[O:12])[N:13]2[C:14]([c:34]3[cH:35][n:36][c:37]([C:43]([CH3:44])([CH3:45])[CH3:46])[cH:38][c:39]3[O:40][CH2:41][CH3:42])=[N:15][C:16]([CH3:26])([c:27]3[cH:28][cH:29][c:30]([Cl:33])[cH:31][cH:32]3)[C:17]2([CH3:18])[c:19]2[cH:20][cH:21][c:22]([Cl:25])[cH:23][cH:24]2)[CH2:9][CH2:10]1)[OH:47].